From a dataset of the Open Reaction Database (ORD), a public repository of structured organic reaction records. describe an organic reaction: reactants, conditions, products, and yield Reactants: CC(C)(C#N)c1ccc(Br)cc1Cl, CC(=O)[O-], CCO, C=CC(O)(CC(=O)O)C1CCCC1, [H][H], [Na+], CC(=O)[O-], CC(=O)[O-], [OH-], [OH-], [Pd+2], [Pd+2]. Product: CC(C)(C#N)c1ccc(C=CC(O)(CC(=O)O)C2CCCC2)cc1Cl. As a reaction SMILES: [Br:1][c:2]1[cH:3][c:4]([Cl:13])[c:5]([C:8]([C:9]#[N:10])([CH3:11])[CH3:12])[cH:6][cH:7]1.[C:27]([O-:28])(=[O:29])[CH3:30].[CH3:34][CH2:35][OH:36].[CH:14]1([C:19]([CH2:20][C:21](=[O:22])[OH:23])([CH:24]=[CH2:25])[OH:26])[CH2:15][CH2:16][CH2:17][CH2:18]1.[H:32][H:33].[Na+:31].[O-:38][C:39]([CH3:40])=[O:41].[O-:42][C:43]([CH3:44])=[O:45].[OH-:46].[OH-:47].[Pd+2:37].[Pd+2:48]>>[c:2]1([CH:25]=[CH:24][C:19]([CH:14]2[CH2:15][CH2:16][CH2:17][CH2:18]2)([CH2:20][C:21](=[O:22])[OH:23])[OH:26])[cH:3][c:4]([Cl:13])[c:5]([C:8]([C:9]#[N:10])([CH3:11])[CH3:12])[cH:6][cH:7]1. As a reaction SMILES: Cl[CH2:2][C:3]1[N:8]=[C:7]([CH2:9][C:10]([CH3:13])([CH3:12])[CH3:11])[C:6]([C:14]2[CH:19]=[C:18]([O:20][CH3:21])[CH:17]=[CH:16][C:15]=2[F:22])=[CH:5][CH:4]=1.[F:23][C:24]1[C:29]([OH:30])=[CH:28][CH:27]=[CH:26][C:25]=1[CH2:31][CH2:32][C:33]([O:35][CH2:36][CH3:37])=[O:34].C(=O)([O-])[O-].[Cs+].[Cs+].C(OCC)(=O)C>C(#N)C>[CH3:11][C:10]([CH3:13])([CH3:12])[CH2:9][C:7]1[N:8]=[C:3]([CH2:2][O:30][C:29]2[C:24]([F:23])=[C:25]([CH2:31][CH2:32][C:33]([O:35][CH2:36][CH3:37])=[O:34])[CH:26]=[CH:27][CH:28]=2)[CH:4]=[CH:5][C:6]=1[C:14]1[CH:19]=[C:18]([O:20][CH3:21])[CH:17]=[CH:16][C:15]=1[F:22] |f:2.3.4|. Yields the product CC(CC1=C(C=CC(=N1)COC=1C(=C(C=CC1)CCC(=O)OCC)F)C1=C(C=CC(=C1)OC)F)(C)C (ethyl 3-(3-((6-(2,2-dimethylpropyl)-5-(2-fluoro-5-methoxyphenyl)pyridin-2-yl)methoxy)-2-fluorophenyl)propanoate). Reactants: ClCC1=CC=C(C(=N1)CC(C)(C)C)C1=C(C=CC(=C1)OC)F (6-(chloromethyl)-2-(2,2-dimethylpropyl)-3-(2-fluoro-5-methoxyphenyl)pyridine), FC1=C(C=CC=C1O)CCC(=O)OCC (ethyl 3-(2-fluoro-3-hydroxyphenyl)propanoate), C([O-])([O-])=O.[Cs+].[Cs+] (cesium carbonate), C(C)(=O)OCC (Ethyl acetate). Solvent: C(C)#N (acetonitrile). Isolated yield 70.5%. Reported procedure: To a solution of 6-(chloromethyl)-2-(2,2-dimethylpropyl)-3-(2-fluoro-5-methoxyphenyl)pyridine (321 mg) in acetonitrile (10 mL) were added ethyl 3-(2-fluoro-3-hydroxyphenyl)propanoate (430 mg) and cesium carbonate (980 mg), and the mixture was heated under reflux for 15 hr. Ethyl acetate was added to the reaction mixture, and the insoluble material was filtered off. The solvent in the filtrate was evaporated under reduced pressure. The residue was purified by silica gel column chromatography (eth... Starting materials: C1CCOC1, COC(=O)C1C(CCNCCc2ccccc2)CCN1C(C)c1ccccc1, Oc1ccccn1. Product: CC(c1ccccc1)N1CCC2CCN(CCc3ccccc3)C(=O)C21. RXN SMILES: [CH2:36]1[O:37][CH2:38][CH2:39][CH2:40]1.[CH3:1][O:2][C:3](=[O:4])[CH:5]1[N:6]([CH:21]([CH3:22])[c:23]2[cH:24][cH:25][cH:26][cH:27][cH:28]2)[CH2:7][CH2:8][CH:9]1[CH2:10][CH2:11][NH:12][CH2:13][CH2:14][c:15]1[cH:16][cH:17][cH:18][cH:19][cH:20]1.[OH:29][c:30]1[cH:31][cH:32][cH:33][cH:34][n:35]1>>[O:2]=[C:3]1[CH:5]2[N:6]([CH:21]([CH3:22])[c:23]3[cH:24][cH:25][cH:26][cH:27][cH:28]3)[CH2:7][CH2:8][CH:9]2[CH2:10][CH2:11][N:12]1[CH2:13][CH2:14][c:15]1[cH:16][cH:17][cH:18][cH:19][cH:20]1. Reactants: CC(C)OCC1CNC(C)(C)O1, CN(C)C, O=C(Cl)C(Cl)(Cl)Cl, c1ccccc1. Yields the product CC(C)OCC1CN(C(=O)C(Cl)(Cl)Cl)C(C)(C)O1. Reaction SMILES: [CH3:1][C:2]1([CH3:12])[O:3][CH:4]([CH2:7][O:8][CH:9]([CH3:10])[CH3:11])[CH2:5][NH:6]1.[CH3:20][N:21]([CH3:22])[CH3:23].[Cl:13][C:14]([C:15](=[O:16])[Cl:17])([Cl:18])[Cl:19].[cH:24]1[cH:25][cH:26][cH:27][cH:28][cH:29]1>>[CH3:1][C:2]1([CH3:12])[O:3][CH:4]([CH2:7][O:8][CH:9]([CH3:10])[CH3:11])[CH2:5][N:6]1[C:15]([C:14]([Cl:13])([Cl:18])[Cl:19])=[O:16]. Starting materials: ClCC1=NN=C(O1)C1=CC=C(C=C1)C1=CC(=CC=C1C)C(=O)NC1CC1 (4′-[5-(chloromethyl)-1,3,4-oxadiazol-2-yl]-N-cyclopropyl-6-methyl-1,1′-biphenyl-3-carboxamide), ClCC1=NN=C(O1)C1=CC=C(C=C1)C1=CC(=CC=C1C)C(=O)NC1CC1 (4′-[5-(chloromethyl)-1,3,4-oxadiazol-2-yl]-N-cyclopropyl-6-methyl-1,1′-biphenyl-3-carboxamide), C[O-].[Na+] (sodium methoxide). Reaction conditions: time 96 hour. The product is C1(CC1)NC(=O)C=1C=C(C(=CC1)C)C1=CC=C(C=C1)C=1OC(=NN1)COC (N-Cyclopropyl-4′-[5-(methoxymethyl)-1,3,4-oxadiazol-2-yl]-6methyl-1,1′-biphenyl-3-carboxamide). As a reaction SMILES: Cl[CH2:2][C:3]1[O:7][C:6]([C:8]2[CH:13]=[CH:12][C:11]([C:14]3[C:19]([CH3:20])=[CH:18][CH:17]=[C:16]([C:21]([NH:23][CH:24]4[CH2:26][CH2:25]4)=[O:22])[CH:15]=3)=[CH:10][CH:9]=2)=[N:5][N:4]=1.[CH3:27][O-:28].[Na+]>>[CH:24]1([NH:23][C:21]([C:16]2[CH:15]=[C:14]([C:11]3[CH:12]=[CH:13][C:8]([C:6]4[O:7][C:3]([CH2:2][O:28][CH3:27])=[N:4][N:5]=4)=[CH:9][CH:10]=3)[C:19]([CH3:20])=[CH:18][CH:17]=2)=[O:22])[CH2:26][CH2:25]1 |f:1.2|. Reported procedure: 4′-[5-(Chloromethyl)-1,3,4-oxadiazol-2-yl]-N-cyclopropyl-6-methyl-1,1′-biphenyl-3-carboxamide (Intermediate 45) (50 mg) was added to a freshly prepared sodium methoxide solution (0.08M, 12 ml), and the reaction stirred at room temperature for 96 hours. The reaction was partitioned between ethyl acetate and water, the organic phase dried (sodium sulphate) and reduced to dryness under vacuum. The residue was applied to a bond-elut (silica, 5 g) and eluted with an ethyl acetate/cyclohexane gradient... The reactants are ClC=1N=C2SC=CN2C1C1=NC(=NC=C1)O (4-(6-chloroimidazo[2,1-b]thiazol-5-yl)pyrimidin-2-ol), P(=O)(Cl)(Cl)Cl (phosphoryl trichloride). Conditions: time 30 minute. Product: ClC=1N=C2SC=CN2C1C1=NC(=NC=C1)Cl (6-chloro-5-(2-chloropyrimidin-4-yl)imidazo[2,1-b]thiazole). RXN SMILES: [Cl:1][C:2]1[N:3]=[C:4]2[N:8]([C:9]=1[C:10]1[CH:15]=[CH:14][N:13]=[C:12](O)[N:11]=1)[CH:7]=[CH:6][S:5]2.P(Cl)(Cl)([Cl:19])=O>>[Cl:1][C:2]1[N:3]=[C:4]2[N:8]([C:9]=1[C:10]1[CH:15]=[CH:14][N:13]=[C:12]([Cl:19])[N:11]=1)[CH:7]=[CH:6][S:5]2. Procedure details: A mixture of EXAMPLE 80D (9.97 g, 39.5 mmol) and phosphoryl trichloride (110 ml, 1184 mmol) was stirred at 80° C. for 5 hours. The mixture was cooled to room temperature, then concentrated to dryness. Water (150 mL) was added cautiously. The mixture was cooled with an ice bath and adjusted to pH˜11 with concentrated aqueous NaOH, then stirred for 30 minutes. The solid was collected by filtration, washed with water (3×50 mL), and dried in a vacuum oven overnight at ˜50° C. to provide the title co... Starting materials: O1C(CCCC1)ONC(=O)[C@@H](C\C=C\C1=CC=CC=C1)[C@H](C(=O)NN(CC(C)C)C(C(C)O)=O)CC(C)C ((E)-2(R)-[1(S)-[(tetrahydro-2(RS)-pyranyloxy)carbamoyl]-4-phenyl-3-butenyl]-2′-(2(RS)-hydroxypropionyl)-2′-isobutyl-4-methylvalerohydrazide), C1(=CC=C(C=C1)S(=O)(=O)O)C (p-toluenesulphonic acid). Solvent: CO (methanol). Conditions: time 1 hour. The product is ONC(=O)[C@@H](C\C=C\C1=CC=CC=C1)[C@H](C(=O)NN(CC(C)C)C(C(C)O)=O)CC(C)C ((E)-2(R)-[1(S)-(hydroxycarbamoyl)-4-phenyl-3-butenyl]-2′-(2(RS)-hydroxypropionyl)-2′-isobutyl-4-methylvalerohydrazide). Isolated yield 71.1%. Reaction SMILES: O1CCCCC1[O:7][NH:8][C:9]([C@H:11]([C@@H:21]([CH2:35][CH:36]([CH3:38])[CH3:37])[C:22]([NH:24][N:25]([C:30](=[O:34])[CH:31]([OH:33])[CH3:32])[CH2:26][CH:27]([CH3:29])[CH3:28])=[O:23])[CH2:12]/[CH:13]=[CH:14]/[C:15]1[CH:20]=[CH:19][CH:18]=[CH:17][CH:16]=1)=[O:10].C1(C)C=CC(S(O)(=O)=O)=CC=1>CO>[OH:7][NH:8][C:9]([C@H:11]([C@@H:21]([CH2:35][CH:36]([CH3:38])[CH3:37])[C:22]([NH:24][N:25]([C:30](=[O:34])[CH:31]([OH:33])[CH3:32])[CH2:26][CH:27]([CH3:29])[CH3:28])=[O:23])[CH2:12]/[CH:13]=[CH:14]/[C:15]1[CH:20]=[CH:19][CH:18]=[CH:17][CH:16]=1)=[O:10]. Reported procedure: A solution of 0.71 g of (E)-2(R)-[1(S)-[(tetrahydro-2(RS)-pyranyloxy)carbamoyl]-4-phenyl-3-butenyl]-2′-(2(RS)-hydroxypropionyl)-2′-isobutyl-4-methylvalerohydrazide in 8 ml of methanol was treated with 0.071 g of p-toluenesulphonic acid. The mixture was stirred for 1 hour at room temperature and evaporated to give a foam. This foam was triturated with diethyl ether, filtered off and dried to give 0.425 g of (E)-2(R)-[1(S)-(hydroxycarbamoyl)-4-phenyl-3-butenyl]-2′-(2(RS)-hydroxypropionyl)-2′-isobu...